This data is from the Open Reaction Database (ORD), a public repository of structured organic reaction records. The task is: describe an organic reaction: reactants, conditions, products, and yield Starting materials: CC(=O)O[BH-](OC(C)=O)OC(C)=O, CC1(C)CC(c2cc(-c3nccs3)ccc2N2CCNCC2)CC(C)(C)C1, CC(=O)O, CCOC(C)=O, O=CC1CC1, [Na+], [Na+], C1CCOC1, O, O=C([O-])O. Yields the product CC1(C)CC(c2cc(-c3nccs3)ccc2N2CCN(CC3CC3)CC2)CC(C)(C)C1. RXN SMILES: [C:33]([O:34][BH-:35]([O:36][C:37](=[O:38])[CH3:39])[O:40][C:41](=[O:42])[CH3:43])(=[O:44])[CH3:45].[CH3:1][C:2]1([CH3:27])[CH2:3][CH:4]([c:10]2[c:11]([N:21]3[CH2:22][CH2:23][NH:24][CH2:25][CH2:26]3)[cH:12][cH:13][c:14](-[c:16]3[s:17][cH:18][cH:19][n:20]3)[cH:15]2)[CH2:5][C:6]([CH3:8])([CH3:9])[CH2:7]1.[CH3:47][C:48](=[O:49])[OH:50].[CH3:56][CH2:57][O:58][C:59](=[O:60])[CH3:61].[CH:28]1([CH:31]=[O:32])[CH2:29][CH2:30]1.[Na+:46].[Na+:51].[O:63]1[CH2:64][CH2:65][CH2:66][CH2:67]1.[OH2:62].[OH:52][C:53](=[O:54])[O-:55]>>[CH3:1][C:2]1([CH3:27])[CH2:3][CH:4]([c:10]2[c:11]([N:21]3[CH2:22][CH2:23][N:24]([CH2:31][CH:28]4[CH2:29][CH2:30]4)[CH2:25][CH2:26]3)[cH:12][cH:13][c:14](-[c:16]3[s:17][cH:18][cH:19][n:20]3)[cH:15]2)[CH2:5][C:6]([CH3:8])([CH3:9])[CH2:7]1. Reactants: C1(=CC=C(C=C1)C=1C2=CC=CC=C2C=C2C=CC=CC12)C1=CC=CC=C1 (9-(biphenyl-4-yl)anthracene), BrBr (bromine), S(=S)(=O)([O-])[O-].[Na+].[Na+] (sodium thiosulfate). Solvent: C(Cl)(Cl)(Cl)Cl (carbon tetrachloride), C(Cl)(Cl)(Cl)Cl (carbon tetrachloride). Product: C1(=CC=C(C=C1)C=1C2=CC=CC=C2C(=C2C=CC=CC12)Br)C1=CC=CC=C1 (9-(biphenyl-4-yl)-10-bromoanthracene). As a reaction SMILES: [C:1]1([C:21]2[CH:26]=[CH:25][CH:24]=[CH:23][CH:22]=2)[CH:6]=[CH:5][C:4]([C:7]2[C:8]3[C:13]([CH:14]=[C:15]4[C:20]=2[CH:19]=[CH:18][CH:17]=[CH:16]4)=[CH:12][CH:11]=[CH:10][CH:9]=3)=[CH:3][CH:2]=1.[Br:27]Br.S([O-])([O-])(=O)=S.[Na+].[Na+]>C(Cl)(Cl)(Cl)Cl>[C:1]1([C:21]2[CH:22]=[CH:23][CH:24]=[CH:25][CH:26]=2)[CH:6]=[CH:5][C:4]([C:7]2[C:20]3[C:15]([C:14]([Br:27])=[C:13]4[C:8]=2[CH:9]=[CH:10][CH:11]=[CH:12]4)=[CH:16][CH:17]=[CH:18][CH:19]=3)=[CH:3][CH:2]=1 |f:2.3.4|. Reported procedure: 5.3 g (16 mmol) of 9-(biphenyl-4-yl)anthracene and 90 mL of carbon tetrachloride were put into a 200-mL three-neck flask and were stirred. A solution in which 2.8 g (18 mmol) of bromine was dissolved in 10 mL of carbon tetrachloride was dropped into the above solution through a dropping funnel. After that, the solution was stirred at the room temperature for 1 hour, and a sodium thiosulfate aqueous solution was added to the reaction solution to complete the reaction. A water layer of the reactio... Reactants: BrC=1SC(=CN1)[N+](=O)[O-] (2-Bromo-5-nitrothiazole), SC=1SC(=NN1)C (2-mercapto-5-methyl-1,3,4-thiadiazole). Run in C(C)O (ethanol), [OH-].[K+] (potassium hydroxide). The product is [N+](=O)([O-])C1=CN=C(S1)SC=1SC(=NN1)C (2-[(5-nitrothiazol-2-yl)mercapto]-5-methyl-1,3,4-thiadiazole), SC=1SC(=NN1)C (2-Mercapto-5-methyl-1,3,4-thiadiazole). The yield is 151.5%. Reaction SMILES: Br[C:2]1[S:3][C:4]([N+:7]([O-:9])=[O:8])=[CH:5][N:6]=1.[SH:10][C:11]1[S:12][C:13]([CH3:16])=[N:14][N:15]=1>C(O)C.[OH-].[K+]>[N+:7]([C:4]1[S:3][C:2]([S:10][C:11]2[S:12][C:13]([CH3:16])=[N:14][N:15]=2)=[N:6][CH:5]=1)([O-:9])=[O:8].[SH:10][C:11]1[S:12][C:13]([CH3:16])=[N:14][N:15]=1 |f:3.4|. Procedure: Alternatively, 2-[(5-nitrothiazol-2-yl)mercapto]-5-methyl-1,3,4-thiadiazole is prepared by the general method of J Bourdais, P Dauvillier, P Gayral, M-C Rigothie, P Timon-David et al, 1981. Eur. J. Chem. Chim. Ther. 16: 233-240. 2-Bromo-5-nitrothiazole (2.09 g) and 1.32 g of 2-mercapto-5-methyl-1,3,4-thiadiazole in 10 mL of ethanol and 10 mL of 1 N potassium hydroxide are stirred at room temperature overnight. The precipitated solid is collected by vacuum filtration, washed with water and crysta...